From a dataset of the Open Reaction Database (ORD), a public repository of structured organic reaction records. describe an organic reaction: reactants, conditions, products, and yield Starting materials: C1(=CC=CC=C1)S(=O)(=O)N1N=CC2=C(C=C(C=C12)[Sn](C)(C)C)NC(=O)C=1OC=CC1 (N-[1-(phenylsulfonyl)-6-(trimethylstannanyl)-1H-indazol-4-yl]-2-furancarboxamide), BrC1=C2C(=NC=C1)N(C=C2)S(=O)(=O)C2=CC=CC=C2 (4-bromo-1-(phenylsulfonyl)-1H-pyrrolo[2,3-b]pyridine). Reagents/catalysts: catalyst. Solvent: CN(C)C=O (DMF). Product: C1(=CC=CC=C1)S(=O)(=O)N1N=CC2=C(C=C(C=C12)C1=C2C(=NC=C1)N(C=C2)S(=O)(=O)C2=CC=CC=C2)NC(=O)C=2OC=CC2 (N-{1-(Phenylsulfonyl)-6-[1-(phenylsulfonyl)-1H-pyrrolo[2,3-b]pyridin-4-yl]-1H-indazol-4-yl}-2-furancarboxamide). Reaction SMILES: [C:1]1([S:7]([N:10]2[C:18]3[C:13](=[C:14]([NH:23][C:24]([C:26]4[O:27][CH:28]=[CH:29][CH:30]=4)=[O:25])[CH:15]=[C:16]([Sn](C)(C)C)[CH:17]=3)[CH:12]=[N:11]2)(=[O:9])=[O:8])[CH:6]=[CH:5][CH:4]=[CH:3][CH:2]=1.Br[C:32]1[CH:37]=[CH:36][N:35]=[C:34]2[N:38]([S:41]([C:44]3[CH:49]=[CH:48][CH:47]=[CH:46][CH:45]=3)(=[O:43])=[O:42])[CH:39]=[CH:40][C:33]=12>CN(C=O)C>[C:1]1([S:7]([N:10]2[C:18]3[C:13](=[C:14]([NH:23][C:24]([C:26]4[O:27][CH:28]=[CH:29][CH:30]=4)=[O:25])[CH:15]=[C:16]([C:32]4[CH:37]=[CH:36][N:35]=[C:34]5[N:38]([S:41]([C:44]6[CH:45]=[CH:46][CH:47]=[CH:48][CH:49]=6)(=[O:42])=[O:43])[CH:39]=[CH:40][C:33]=45)[CH:17]=3)[CH:12]=[N:11]2)(=[O:9])=[O:8])[CH:6]=[CH:5][CH:4]=[CH:3][CH:2]=1. Reported procedure: A stirred solution of N-[1-(phenylsulfonyl)-6-(trimethylstannanyl)-1H-indazol-4-yl]-2-furancarboxamide (216 mg) and 4-bromo-1-(phenylsulfonyl)-1H-pyrrolo[2,3-b]pyridine (182 mg) with Solvias catalyst (11 mg) in DMF (3 ml) was heated at 120° C. for 20 min in the microwave. The solvent was evaporated and the residue was purified on 20 g silica cartridge using ether and then 10% ethyl acetate:ether. The appropriate fractions were evaporated to dryness and triturated with ether to give the title com... Starting materials: CC(=O)C(Cl)Cl (1,1-dichloromethyl methyl ketone), FC=1C=C(C=CC1F)OC (3,4-difluoroanisole), ice water. The reagents and catalysts are [Ti](Cl)(Cl)(Cl)Cl (titanium tetrachloride). The solvent is ClCCl (dichloromethane). Product: FC1=CC(=C(C=O)C=C1F)OC (4,5-difluoro-2-methoxybenzaldehyde). The yield is 85.1%. As a reaction SMILES: [F:1][C:2]1[CH:3]=[C:4]([O:9][CH3:10])[CH:5]=[CH:6][C:7]=1[F:8].C[C:12](C(Cl)Cl)=[O:13]>ClCCl.[Ti](Cl)(Cl)(Cl)Cl>[F:1][C:2]1[C:7]([F:8])=[CH:6][C:5]([CH:12]=[O:13])=[C:4]([O:9][CH3:10])[CH:3]=1. Procedure: 7.29 ml (66.3 mmol) of titanium tetrachloride were added while stirring to a solution, cooled to 0°, of 5.73 g (39.8 mmol) of 3,4-difluoroanisole in 30 ml of anhydrous dichloromethane. Subsequently, the mixture was treated dropwise over 10 minutes with 3.51 ml (39.6 mmol) of 1,1-dichloromethyl methyl ketone and stirred at room temperature for one hour. The mixture was poured into 100 ml of ice-water, extracted twice with 150 ml of dichloromethane each time and the combined organic phases were wa... The reactants are CC(C)(C)[O-], CN(C)C=O, N#CCOc1ccc(Cl)cc1, Cl, [K+], O=[N+]([O-])c1ccc2ccccc2c1, O. Product: N#CCc1c([N+](=O)[O-])ccc2ccccc12. Reaction SMILES: [C:1]([O-:2])([CH3:3])([CH3:4])[CH3:5].[CH3:32][N:33]([CH3:34])[CH:35]=[O:36].[Cl:7][c:8]1[cH:9][cH:10][c:11]([O:12][CH2:13][C:14]#[N:15])[cH:16][cH:17]1.[ClH:31].[K+:6].[O-:18][N+:19](=[O:20])[c:21]1[cH:22][cH:23][c:24]2[cH:25][cH:26][cH:27][cH:28][c:29]2[cH:30]1.[OH2:37]>>[CH2:13]([C:14]#[N:15])[c:30]1[c:21]([N+:19]([O-:18])=[O:20])[cH:22][cH:23][c:24]2[cH:25][cH:26][cH:27][cH:28][c:29]21.